This data is from the Open Reaction Database (ORD), a public repository of structured organic reaction records. The task is: describe an organic reaction: reactants, conditions, products, and yield Starting materials: BrC=1C=C2N(N=CC(=C2N[C@H]2[C@@H](CNCC2)CC)C(=O)N)C1 (6-bromo-4-(((3R,4R)-3-ethylpiperidin-4-yl)amino)pyrrolo[1,2-b]pyridazine-3-carboxamide), CCN(C(C)C)C(C)C (DIEA), CS(=O)(=O)Cl (methanesulfonyl chloride). Run in CN(C)C=O (DMF). Reaction conditions: time 2 hour. Product: BrC=1C=C2N(N=CC(=C2N[C@H]2[C@@H](CN(CC2)S(=O)(=O)C)CC)C(=O)N)C1 (6-bromo-4-(((3R,4R)-3-ethyl-1-(methylsulfonyl)piperidin-4-yl)amino)pyrrolo[1,2-b]pyridazine-3-carboxamide). Yield: 52.2%. RXN SMILES: [Br:1][C:2]1[CH:3]=[C:4]2[C:9]([NH:10][C@@H:11]3[CH2:16][CH2:15][NH:14][CH2:13][C@H:12]3[CH2:17][CH3:18])=[C:8]([C:19]([NH2:21])=[O:20])[CH:7]=[N:6][N:5]2[CH:22]=1.CCN(C(C)C)C(C)C.[CH3:32][S:33](Cl)(=[O:35])=[O:34]>CN(C=O)C>[Br:1][C:2]1[CH:3]=[C:4]2[C:9]([NH:10][C@@H:11]3[CH2:16][CH2:15][N:14]([S:33]([CH3:32])(=[O:35])=[O:34])[CH2:13][C@H:12]3[CH2:17][CH3:18])=[C:8]([C:19]([NH2:21])=[O:20])[CH:7]=[N:6][N:5]2[CH:22]=1. Procedure: To a solution of 6-bromo-4-(((3R,4R)-3-ethylpiperidin-4-yl)amino)pyrrolo[1,2-b]pyridazine-3-carboxamide from Step 2 of Example 125 (150 mg, 0.410 mmol) and DIEA (429 μl, 2.457 mmol) in DMF (2.7 ml) was added methanesulfonyl chloride (47.5 μl, 0.614 mmol). The reaction was stirred at room temperature for 2 hrs. After removal of the solvent, the residue was dissolved in ethyl acetate, washed successively with saturated ammonium chloride, water, and brine; dried with sodium sulfate, filtered, and c...